describe an organic reaction: reactants, conditions, products, and yield From a dataset of the Open Reaction Database (ORD), a public repository of structured organic reaction records. Reactants: CCOCC, O=C=Nc1ccccc1, COc1cc2nccc(Oc3ccc4[nH]ccc4c3)c2cc1OC. Product: COc1cc2nccc(Oc3ccc4c(ccn4C(=O)Nc4ccccc4)c3)c2cc1OC. As a reaction SMILES: [CH3:34][CH2:35][O:36][CH2:37][CH3:38].[O:25]=[C:26]=[N:27][c:28]1[cH:29][cH:30][cH:31][cH:32][cH:33]1.[nH:1]1[cH:2][cH:3][c:4]2[cH:5][c:6]([O:10][c:11]3[cH:12][cH:13][n:14][c:15]4[cH:16][c:17]([O:23][CH3:24])[c:18]([O:21][CH3:22])[cH:19][c:20]34)[cH:7][cH:8][c:9]12>>[n:1]1([C:26](=[O:25])[NH:27][c:28]2[cH:29][cH:30][cH:31][cH:32][cH:33]2)[cH:2][cH:3][c:4]2[cH:5][c:6]([O:10][c:11]3[cH:12][cH:13][n:14][c:15]4[cH:16][c:17]([O:23][CH3:24])[c:18]([O:21][CH3:22])[cH:19][c:20]34)[cH:7][cH:8][c:9]12. The reactants are C(C)OC(=O)C1C(C2=CC=CC=C2CC1)=O (2-ethoxycarbonyl-1-tetralone), C(O)(O)=O.NC(=N)N (guanidine carbonate). The solvent is C=1(C(=CC=CC1)C)C (xylene). Product: NC1=NC=2C3=C(CCC2C(N1)=O)C=CC=C3 (2-amino-4-oxo-3, 4, 5, 6-tetrahydrobenzo (h) quinazoline). The yield is 37.8%. RXN SMILES: C([O:3][C:4]([CH:6]1[CH2:15][CH2:14][C:13]2[C:8](=[CH:9][CH:10]=[CH:11][CH:12]=2)[C:7]1=O)=O)C.C(=O)(O)O.[NH2:21][C:22]([NH2:24])=[NH:23]>C1(C)C(C)=CC=CC=1>[NH2:23][C:22]1[NH:24][C:4](=[O:3])[C:6]2[CH2:15][CH2:14][C:13]3[CH:12]=[CH:11][CH:10]=[CH:9][C:8]=3[C:7]=2[N:21]=1 |f:1.2|. Procedure: A mixture of 2-ethoxycarbonyl-1-tetralone (0.65 g) and guanidine carbonate (0.65 g) in xylene (15 ml) was refluxed overnight and, after cooling to room temperature, the tan solid was collected by filtration, washed with water and alcohol, and then dried to yield 0.24 g of tan solid, m.p.>300° C. The solid was dissolved in Con.-HCl, concentrated in vacuo to dryness, and recrystallized from ethanol to yield a colorless solid product, (0.28 g). The product is C1=C(C=CC2=CC=CC=C12)NC=1C=CC=C2CCCNC12 (N-2-naphthyl-1,2,3,4-tetrahydroquinolin-8-amine). Procedure details: A solution of 4.08 grams of N-2-naphthylquinolin-8-amine from above in acetic acid (10 mL) and ethyl acetate (150 mL) containing 0.24 grams of platinum(IV) oxide was hydrogenated at 45 psi for four hours on a Parr low-pressure hydrogenator. The solution was filtered through diatomaceous earth; concentrated in vacuo; and neutralized with 3N aqueous sodium hydroxide. The aqueous phase was diluted with water and extracted three times with ethyl acetate. The combined ethyl acetate layers were washed... RXN SMILES: [CH:1]1[C:10]2[C:5](=[CH:6][CH:7]=[CH:8][CH:9]=2)[CH:4]=[CH:3][C:2]=1[NH:11][C:12]1[CH:13]=[CH:14][CH:15]=[C:16]2[C:21]=1[N:20]=[CH:19][CH:18]=[CH:17]2.C(OCC)(=O)C>C(O)(=O)C.[Pt](=O)=O>[CH:1]1[C:10]2[C:5](=[CH:6][CH:7]=[CH:8][CH:9]=2)[CH:4]=[CH:3][C:2]=1[NH:11][C:12]1[CH:13]=[CH:14][CH:15]=[C:16]2[C:21]=1[NH:20][CH2:19][CH2:18][CH2:17]2. The reactants are C1=C(C=CC2=CC=CC=C12)NC=1C=CC=C2C=CC=NC12 (N-2-naphthylquinolin-8-amine), C(C)(=O)OCC (ethyl acetate). Solvent: C(C)(=O)O (acetic acid). Run at time 4 hour. The yield is 101.4%. Reagents/catalysts: [Pt](=O)=O (platinum(IV) oxide). Starting materials: Cl (hydrochloric acid), CC=1C=C(CC2=C(C(=NC(=C2CC)C)OC)NC(C(C)(C)C)=O)C=C(C1)C (4-(3,5-dimethylbenzyl)-5-ethyl-2-methoxy-6-methyl-3-pivaloylaminopyridine), [NH4+] (ammonium). The solvent is O (water). Reaction conditions: time 12 hour. Product: NC=1C(NC(=C(C1CC1=CC(=CC(=C1)C)C)CC)C)=O (3-amino-4-(3,5-dimethylbenzyl)-5-ethyl-6-methylpyridin-2(1H)-one). Reaction SMILES: Cl.[CH3:2][C:3]1[CH:4]=[C:5]([CH:25]=[C:26]([CH3:28])[CH:27]=1)[CH2:6][C:7]1[C:12]([CH2:13][CH3:14])=[C:11]([CH3:15])[N:10]=[C:9]([O:16]C)[C:8]=1[NH:18]C(=O)C(C)(C)C.[NH4+]>O>[NH2:18][C:8]1[C:9](=[O:16])[NH:10][C:11]([CH3:15])=[C:12]([CH2:13][CH3:14])[C:7]=1[CH2:6][C:5]1[CH:4]=[C:3]([CH3:2])[CH:27]=[C:26]([CH3:28])[CH:25]=1. Procedure details: 3M aqueous hydrochloric acid (150 mL) was added to a suspension of 4-(3,5-dimethylbenzyl)-5-ethyl-2-methoxy-6-methyl-3-pivaloylaminopyridine (2.36 g) in water (300 mL). The mixture was refluxed for 3.5 h and then stirred at room temperature for 12 h. The solution was basified by adding concentrated ammonium hydroxyde and was extracted with 3×800 mL ethyl acetate. The combined organic layers were washed with 110 mL brine, dried over magnesium sulfate and concentrated under reduced pressure giving... Starting materials: C(C)(=O)C1=CC=C(C=2NC(SC21)=O)O (7-acetyl-4-hydroxy-1,3-benzothiazol-2(3H)-one), CN(C)C=O (DMF), C(C)(C)N(C(C)C)CC (N,N-diisopropylethylamine), C(C1=CC=CC=C1)Br (benzyl bromide). Run in O (Water), C1CCOC1 (THF). Run at time 72 hour. The product is C(C)(=O)C1=CC=C(C=2NC(SC21)=O)OCC2=CC=CC=C2 (7-Acetyl-4-(benzyloxy)-1,3-benzothiazol-2(3H)-one). As a reaction SMILES: [C:1]([C:4]1[C:12]2[S:11][C:10](=[O:13])[NH:9][C:8]=2[C:7]([OH:14])=[CH:6][CH:5]=1)(=[O:3])[CH3:2].CN(C=O)C.C(N(CC)C(C)C)(C)C.[CH2:29](Br)[C:30]1[CH:35]=[CH:34][CH:33]=[CH:32][CH:31]=1>C1COCC1.O>[C:1]([C:4]1[C:12]2[S:11][C:10](=[O:13])[NH:9][C:8]=2[C:7]([O:14][CH2:29][C:30]2[CH:35]=[CH:34][CH:33]=[CH:32][CH:31]=2)=[CH:6][CH:5]=1)(=[O:3])[CH3:2]. Procedure: To a solution of 7-acetyl-4-hydroxy-1,3-benzothiazol-2(3H)-one (153 mg), in dry THF (3 ml) and dry DMF (0.5 ml) under nitrogen, was added N,N-diisopropylethylamine (0.13 ml) and benzyl bromide (0.09 ml), and the mixture stirred for 72 h. Water (10 ml) was added and the mixture extracted with ethyl acetate. The organic phases were combined, washed with brine, dried (MgSO4), and evaporated in vacuo. The residue was purified on a 5 g silica SPE cartridge, eluting with a stepped gradient of 10% to 5...